Task: describe an organic reaction: reactants, conditions, products, and yield. Dataset: the Open Reaction Database (ORD), a public repository of structured organic reaction records Reactants: BrC1=CC=C2C(=NC=NN21)N (7-bromopyrrolo[2,1-f][1,2,4]triazine-4-amine), CN(S(=O)(=O)C)C1=CC=C(C=C1)B1OC(C(O1)(C)C)(C)C (N-methyl-N-[4-(4,4,5,5-tetramethyl-1,3,2-dioxaborolan-2-yl)phenyl]methanesulfonamide), ClC=1C=C(OC2=C(C=C(C=C2)B(O)O)OC)C=CC1 (4-(3-chlorophenoxy)-3-methoxyphenylboronic acid). Yields the product ClC=1C=C(OC2=C(C=C(C=C2)C=2C=C(N3N=CN=C(C32)N)C3CCN(CC3)S(=O)(=O)C)OC)C=CC1 (5-(4-(3-chlorophenoxy)-3-methoxyphenyl)-7-(1-(methylsulfonyl)piperidin-4-yl)pyrrolo[2,1-f][1,2,4]triazin-4-amine). As a reaction SMILES: Br[C:2]1[N:10]2[C:5]([C:6]([NH2:11])=[N:7][CH:8]=[N:9]2)=[CH:4][CH:3]=1.C[N:13]([C:18]1[CH:23]=[CH:22][C:21](B2OC(C)(C)C(C)(C)O2)=[CH:20]C=1)[S:14]([CH3:17])(=[O:16])=[O:15].[Cl:33][C:34]1[CH:35]=[C:36]([CH:49]=[CH:50][CH:51]=1)[O:37][C:38]1[CH:43]=[CH:42][C:41](B(O)O)=[CH:40][C:39]=1[O:47][CH3:48]>>[Cl:33][C:34]1[CH:35]=[C:36]([CH:49]=[CH:50][CH:51]=1)[O:37][C:38]1[CH:43]=[CH:42][C:41]([C:4]2[CH:3]=[C:2]([CH:22]3[CH2:23][CH2:18][N:13]([S:14]([CH3:17])(=[O:15])=[O:16])[CH2:20][CH2:21]3)[N:10]3[C:5]=2[C:6]([NH2:11])=[N:7][CH:8]=[N:9]3)=[CH:40][C:39]=1[O:47][CH3:48]. Reported procedure: By the same procedure as Example 14, Example 15 and Example 16 in series using 7-bromopyrrolo[2,1-f][1,2,4]triazine-4-amine (1.71 mg) instead of the compound prepared in Example 5, N-methyl-N-[4-(4,4,5,5-tetramethyl-1,3,2-dioxaborolan-2-yl)phenyl]methanesulfonamide instead of 3-methoxyphenylboronic acid, and 4-(3-chlorophenoxy)-3-methoxyphenylboronic acid instead of the compound prepared in Example 10, the title compound having the following physical data was obtained. Starting materials: CCOC(=O)CBr, O=C([O-])[O-], COC(=O)c1sc2c(ccc3ccccc32)c1O, [K+], [K+], CN(C)C=O, O. The product is CCOC(=O)COc1c(C(=O)OC)sc2c1ccc1ccccc12. Reaction SMILES: [Br:19][CH2:20][C:21](=[O:22])[O:23][CH2:24][CH3:25].[C:26](=[O:27])([O-:28])[O-:29].[CH3:1][O:2][C:3](=[O:4])[c:5]1[c:6]([OH:18])[c:7]2[c:8]([s:9]1)[c:10]1[cH:11][cH:12][cH:13][cH:14][c:15]1[cH:16][cH:17]2.[K+:30].[K+:31].[O:32]=[CH:33][N:34]([CH3:35])[CH3:36].[OH2:37]>>[CH3:1][O:2][C:3](=[O:4])[c:5]1[c:6]([O:18][CH2:20][C:21](=[O:22])[O:23][CH2:24][CH3:25])[c:7]2[c:8]([s:9]1)[c:10]1[cH:11][cH:12][cH:13][cH:14][c:15]1[cH:16][cH:17]2.